Dataset: the Open Reaction Database (ORD), a public repository of structured organic reaction records. Task: describe an organic reaction: reactants, conditions, products, and yield Starting materials: ClC1=NC(=CN=C1)Cl (2,6-dichloropyrazine), COC1=CC=C(CN)C=C1 (4-methoxybenzylamine), C(=O)([O-])[O-].[K+].[K+] (K2CO3). Solvent: O (water), CN(C)C=O (DMF). Reaction conditions: time 12 hour. The product is ClC1=CN=CC(=N1)NCC1=CC=C(C=C1)OC (6-chloro-N-(4-methoxybenzyl)pyrazin-2-amine). Isolated yield 74.7%. RXN SMILES: Cl[C:2]1[CH:7]=[N:6][CH:5]=[C:4]([Cl:8])[N:3]=1.[CH3:9][O:10][C:11]1[CH:18]=[CH:17][C:14]([CH2:15][NH2:16])=[CH:13][CH:12]=1.C([O-])([O-])=O.[K+].[K+]>CN(C=O)C.O>[Cl:8][C:4]1[N:3]=[C:2]([NH:16][CH2:15][C:14]2[CH:17]=[CH:18][C:11]([O:10][CH3:9])=[CH:12][CH:13]=2)[CH:7]=[N:6][CH:5]=1 |f:2.3.4|. Reported procedure: To a solution of 2,6-dichloropyrazine (4.00 g, 26.8 mmol) and 4-methoxybenzylamine (7.02 mL, 53.7 mmol) in DMF (30 mL) was added K2CO3 (7.42 g, 53.7 mmol) at RT and the reaction mixture was stirred for 12 h. The reaction mixture was diluted with cold water (100 mL) and extracted into ethyl acetate (2×50 mL). The combined organic layer was dried over sodium sulfate, filtered and evaporated under reduced pressure to give a residue that was purified by CombiFlash (REDISEP®, silica gel, 24 g, 25% Et... Starting materials: FC(C(C(C(C(C(F)(F)F)(F)F)(F)F)(F)F)(F)F)(C1=CC=C(C=C1)NC1=C(C=C(C=C1)[N+](=O)[O-])[N+](=O)[O-])F (N-[4-(perfluorohexyl)phenyl]-2,4-dinitrobenzenamine), C([O-])([O-])=O.[K+].[K+] (potassium carbonate), C(C=C)Br (allyl bromide). Run in CN1CCCC1=O (NMP). Conditions: temperature 75 celsius, time 4 hour. Yields the product C(C=C)N(C1=C(C=C(C=C1)[N+](=O)[O-])[N+](=O)[O-])C1=CC=C(C=C1)C(C(C(C(C(C(F)(F)F)(F)F)(F)F)(F)F)(F)F)(F)F (N-allyl-N-[4-(perfluorohexyl)phenyl]-2,4-dinitrobenzenamine). Reaction SMILES: [F:1][C:2]([F:38])([C:19]1[CH:24]=[CH:23][C:22]([NH:25][C:26]2[CH:31]=[CH:30][C:29]([N+:32]([O-:34])=[O:33])=[CH:28][C:27]=2[N+:35]([O-:37])=[O:36])=[CH:21][CH:20]=1)[C:3]([F:18])([F:17])[C:4]([F:16])([F:15])[C:5]([F:14])([F:13])[C:6]([F:12])([F:11])[C:7]([F:10])([F:9])[F:8].C(=O)([O-])[O-].[K+].[K+].[CH2:45](Br)[CH:46]=[CH2:47]>CN1C(=O)CCC1>[CH2:47]([N:25]([C:22]1[CH:23]=[CH:24][C:19]([C:2]([F:38])([F:1])[C:3]([F:18])([F:17])[C:4]([F:15])([F:16])[C:5]([F:13])([F:14])[C:6]([F:12])([F:11])[C:7]([F:10])([F:9])[F:8])=[CH:20][CH:21]=1)[C:26]1[CH:31]=[CH:30][C:29]([N+:32]([O-:34])=[O:33])=[CH:28][C:27]=1[N+:35]([O-:37])=[O:36])[CH:46]=[CH2:45] |f:1.2.3|. Procedure details: A mixture of N-[4-(perfluorohexyl)phenyl]-2,4-dinitrobenzenamine (3.6 g, 6.2 mmol), NMP (40 mL), potassium carbonate (3.0 g) and allyl bromide (0.65 mL) was stirred at 75° C. for 4 hr. The mixture was extracted in the normal fashion, and the product recrystallized to give N-allyl-N-[4-(perfluorohexyl)phenyl]-2,4-dinitrobenzenamine (2.9 g). Starting materials: C(C)C=1C(NC(NC1C(C1=CC(=CC(=C1)C)C)=O)=O)=O (5-Ethyl-6-(3,5-dimethylbenzoyl)-2,4-pyrimidinedione), ClCC1=CC=2C(C3=CC=CC=C3C(C2C=C1)=O)=O (2-chloromethyl anthraquinone). The product is C1=C(C=CC=2C(C3=CC=CC=C3C(C12)=O)=O)CN1C(NC(C(=C1C(C1=CC(=CC(=C1)C)C)=O)CC)=O)=O (1-(Anthraquinon-2-ylmethyl)-5-ethyl-6-(3,5-dimethylbenzoyl)-2,4-pyrimidinedione). The yield is 36.0%. Reaction SMILES: [CH2:1]([C:3]1[C:4](=[O:20])[NH:5][C:6](=[O:19])[NH:7][C:8]=1[C:9](=[O:18])[C:10]1[CH:15]=[C:14]([CH3:16])[CH:13]=[C:12]([CH3:17])[CH:11]=1)[CH3:2].Cl[CH2:22][C:23]1[CH:36]=[CH:35][C:34]2[C:33](=[O:37])[C:32]3[C:27](=[CH:28][CH:29]=[CH:30][CH:31]=3)[C:26](=[O:38])[C:25]=2[CH:24]=1>>[CH:24]1[C:25]2[C:26](=[O:38])[C:27]3[C:32](=[CH:31][CH:30]=[CH:29][CH:28]=3)[C:33](=[O:37])[C:34]=2[CH:35]=[CH:36][C:23]=1[CH2:22][N:7]1[C:8]([C:9](=[O:18])[C:10]2[CH:11]=[C:12]([CH3:17])[CH:13]=[C:14]([CH3:16])[CH:15]=2)=[C:3]([CH2:1][CH3:2])[C:4](=[O:20])[NH:5][C:6]1=[O:19]. Procedure details: 5-Ethyl-6-(3,5-dimethylbenzoyl)-2,4-pyrimidinedione and 2-chloromethyl anthraquinone were reacted by the same way with the example 1 to obtain the titled compound (178 mg, yield: 36.0%).